This data is from the Open Reaction Database (ORD), a public repository of structured organic reaction records. The task is: describe an organic reaction: reactants, conditions, products, and yield Reactants: C(C)(C)(C)ON=O (tert-butylnitrite), II (iodine), C(Cl)Cl (DCM), C(C)(C)(C)ON=O (tert-butylnitrite), II (iodine), ClC1=CC=C(C=C1)C=1C=CC(=NC1)N (5-(4-chloro-phenyl)-pyridin-2-ylamine). Run in CCOC(=O)C (EtOAc), O (water), C(Cl)(Cl)(Cl)Cl (carbon tetrachloride). Conditions: time 72 hour. The product is ClC1=CC=C(C=C1)C=1C=CC(=NC1)I (5-(4-chloro-phenyl)-2-iodo-pyridine). RXN SMILES: C(ON=O)(C)(C)C.[I:8]I.[Cl:10][C:11]1[CH:16]=[CH:15][C:14]([C:17]2[CH:18]=[CH:19][C:20](N)=[N:21][CH:22]=2)=[CH:13][CH:12]=1.C(Cl)Cl>C(Cl)(Cl)(Cl)Cl.CCOC(C)=O.O>[Cl:10][C:11]1[CH:16]=[CH:15][C:14]([C:17]2[CH:18]=[CH:19][C:20]([I:8])=[N:21][CH:22]=2)=[CH:13][CH:12]=1. Procedure: 40.5 mL (33 mmol) tert-butylnitrite and 54 g (210 mmol) iodine are added to a solution of 38 g (190 mmol) 5-(4-chloro-phenyl)-pyridin-2-ylamine in 400 mL carbon tetrachloride in a flask protected from light and the mixture is stirred for 72 h at RT. A further 40.5 mL (33 mmol) tert-butylnitrite, 54 g (210 mmol) iodine and 100 mL DCM are added. The reaction solution is stirred for a further 24 h at RT. The solvent is eliminated i.vac. and the residue taken up in 125 mL EtOAc and 50 mL water. The ... Reactants: C(c1ccc(c2ccccn2)s1)=O, CC1=CN=C(C=C1)N, [C-]#[N+]C1CCCCC1. Reagents/catalysts: O=C(O)C(F)(F)F (trifluoroacetic acid). Run in CC(C)O (isopropyl alcohol), CC(C)O (isopropylalcohol). Run at temperature 22 celsius, time 20 hour. Yields the product Cc1ccc2nc(c(NC3CCCCC3)n2c1)c1ccc(c2ccccn2)s1. The yield is 0.0%. RXN SMILES: CC1=CC=C(N)N=C1.[C-]#[N+]C1CCCCC1.O=CC1=CC=C(S1)C1=NC=CC=C1>>CC1=CN2C(C=C1)=NC(C1=CC=C(S1)C1=CC=CC=N1)=C2NC1CCCCC1. Starting materials: COC(C1=CC(=C(C(=C1)F)[N+](=O)[O-])F)=O (3,5-difluoro-4-nitro-benzoic acid methyl ester), CC(C)C[AlH]CC(C)C (DIBAL), CCCCCC (hexane), C(=O)([O-])C(O)C(O)C(=O)[O-].[K+].[K+] (potassium tartrate). Run in C1CCOC1 (THF). Conditions: temperature 2.5 celsius, time 2.5 hour. Product: FC=1C=C(C=C(C1[N+](=O)[O-])F)CO ((3,5-Difluoro-4-nitro-phenyl)-methanol). Reaction SMILES: C[O:2][C:3](=O)[C:4]1[CH:9]=[C:8]([F:10])[C:7]([N+:11]([O-:13])=[O:12])=[C:6]([F:14])[CH:5]=1.CC(C[AlH]CC(C)C)C.CCCCCC.C(C(C(C([O-])=O)O)O)([O-])=O.[K+].[K+]>C1COCC1>[F:10][C:8]1[CH:9]=[C:4]([CH2:3][OH:2])[CH:5]=[C:6]([F:14])[C:7]=1[N+:11]([O-:13])=[O:12] |f:3.4.5|. Procedure details: To a solution of 3,5-difluoro-4-nitro-benzoic acid methyl ester (10.95 g, 50 mmol) in THF (250 mL) was added at 0-5° C. under argon a 1M DIBAL solution in hexane (165 mL, 165 mmol) within 1.5 h. The reaction mixture was stirred for 2.5 h at 0-5° C. before it was added to 200 mL cold 1M aq. potassium tartrate solution under ice-cooling. After stirring the reaction mixture for 0.5 h at 25° C. the aqueous phase was extracted with EtOAc. Combined organic extracts were washed with brine, dried over M... The reactants are OC1=CC(=CC=2CC[C@@H]3[C@@H]4CCC([C@@]4(C)CC[C@@H]3C12)=O)O (1,3-dihydroxy-8α-estra-1,3,5(10)-trien-17-one), ice water, compound, CS(=O)(=O)Cl (methanesulfonic acid chloride). The solvent is N1=CC=CC=C1 (pyridine). Product: S(=O)(=O)(C)OC1=CC(=CC=2CC[C@@H]3[C@@H]4CCC([C@@]4(C)CC[C@@H]3C12)=O)OS(=O)(=O)C (1,3-bis(mesyloxy)-8α-estra-1,3,5(10)-trien-17-one). Reaction SMILES: [OH:1][C:2]1[C:19]2[C@@H:18]3[C@@H:9]([C@H:10]4[C@@:14]([CH2:16][CH2:17]3)([CH3:15])[C:13](=[O:20])[CH2:12][CH2:11]4)[CH2:8][CH2:7][C:6]=2[CH:5]=[C:4]([OH:21])[CH:3]=1.[CH3:22][S:23](Cl)(=[O:25])=[O:24]>N1C=CC=CC=1>[S:23]([O:1][C:2]1[C:19]2[C@@H:18]3[C@@H:9]([C@H:10]4[C@@:14]([CH2:16][CH2:17]3)([CH3:15])[C:13](=[O:20])[CH2:12][CH2:11]4)[CH2:8][CH2:7][C:6]=2[CH:5]=[C:4]([O:21][S:23]([CH3:22])(=[O:25])=[O:24])[CH:3]=1)([CH3:22])(=[O:25])=[O:24]. Reported procedure: A solution of 1 g. of 1,3-dihydroxy-8α-estra-1,3,5(10)-trien-17-one (prepared from compound of Example 9 by saponification) in 14 ml. of pyridine is combined at 0° C. with 1.9 ml. of methanesulfonic acid chloride and agitated for 3 days at 0°-10° C. The mixture is then introduced into ice water (acidified with HCl), filtered off, and the residue dissolved in methylene chloride. After chromatography on SiO2, 800 mg. of 1,3-bis(mesyloxy)-8α-estra-1,3,5(10)-trien-17-one is obtained. The reactants are CI, [H-], [Na+], C1CCOC1, CC(C)(S)CNc1ccccc1NCC(C)(C)S. The product is CSC(C)(C)CNc1ccccc1NCC(C)(C)S. Reaction SMILES: [CH3:21][I:22].[H-:19].[Na+:20].[O:23]1[CH2:24][CH2:25][CH2:26][CH2:27]1.[SH:1][C:2]([CH2:3][NH:4][c:5]1[c:6]([NH:11][CH2:12][C:13]([CH3:14])([SH:15])[CH3:16])[cH:7][cH:8][cH:9][cH:10]1)([CH3:17])[CH3:18]>>[S:1]([C:2]([CH2:3][NH:4][c:5]1[c:6]([NH:11][CH2:12][C:13]([CH3:14])([SH:15])[CH3:16])[cH:7][cH:8][cH:9][cH:10]1)([CH3:17])[CH3:18])[CH3:21]. The reactants are COC=1C=C(C=CC1OC)CCC(=O)C1=CC(=CC=C1)O (3-(3,4-Dimethoxyphenyl)-1-(3-hydroxyphenyl)propan-1-one), OC=1C=C(C(C=CC2=CC3=C(C=C2)OCO3)=O)C=CC1 (3'-Hydroxy-3,4-methylenedioxy chalcone). The product is OC=1C=C(C=CC1)C(CCC1=CC2=C(C=C1)OCO2)=O (1-(3-Hydroxyphenyl)-3-(3,4-methylenedioxyphenyl)propan-1-one). Isolated yield 41.0%. Reaction SMILES: C[O:2][C:3]1[CH:4]=[C:5]([CH2:11][CH2:12][C:13]([C:15]2[CH:20]=[CH:19][CH:18]=[C:17]([OH:21])[CH:16]=2)=[O:14])[CH:6]=[CH:7][C:8]=1[O:9][CH3:10].OC1C=C(C=CC=1)C(=O)C=CC1C=CC2OCOC=2C=1>>[OH:21][C:17]1[CH:16]=[C:15]([C:13](=[O:14])[CH2:12][CH2:11][C:5]2[CH:6]=[CH:7][C:8]3[O:9][CH2:10][O:2][C:3]=3[CH:4]=2)[CH:20]=[CH:19][CH:18]=1. Procedure details: Prepared in a similar manner as (7) from 3'-Hydroxy-3,4-methylenedioxy chalcone (6). Crystallization of crude material from EtOAc/hexanes afforded 4.10 g (41%) of white solids: 1H NMR (CDCl3, 300 MHz) 9.73 (s, 1H), 7.43 (d, J=7.8 Hz, 1H), 7.34-7.29 (m, 2H), 7.02 (dd, J=8.0 Hz, 1H), 6.88 (m, 1H), 6.80 (d, J=7.9 Hz, 1H), 6.71 (d, J=7.9 Hz, 1H), 5.96 (s, 2H), 3.26 (t, J=7.6 Hz, 2H), 2.84 (t, J=7.5 Hz, 2H); 13C NMR (CDCl3, 75 MHz) 199.4 158.0, 147.5, 145.7, 138.4, 135.4, 130.1, 121.5, 120.5, 119.3, ... The reactants are Cl[SiH](C)C (Chlorodimethylsilane), BrC(C(=O)OCC=C)(C)C (allyl 2-bromo-2-methylpropionate). Reagents/catalysts: C(=C)[Si](O[Si](C)(C)C=C)(C)C.[Pt] (Platinum(0)-1,3-divinyl-1,1,3,3-tetramethyldisiloxane). Solvent: C1(=CC=CC=C1)C (toluene). Reaction conditions: time 3 day. Yields the product BrC(C(=O)OC(CC)[Si](C)(C)Cl)(C)C (1-(chlorodimethylsilyl)propyl 2-bromoisobutyrate). Reaction SMILES: [Br:1][C:2]([CH3:10])([CH3:9])[C:3]([O:5][CH2:6][CH:7]=[CH2:8])=[O:4].[Cl:11][SiH:12]([CH3:14])[CH3:13]>C([Si](C)(C)O[Si](C=C)(C)C)=C.[Pt].C1(C)C=CC=CC=1>[Br:1][C:2]([CH3:10])([CH3:9])[C:3]([O:5][CH:6]([Si:12]([Cl:11])([CH3:14])[CH3:13])[CH2:7][CH3:8])=[O:4] |f:2.3|. Procedure: To a round-bottomed flask, allyl 2-bromo-2-methylpropionate (2.5 mL) was mixed with dry toluene (30 mL) under nitrogen flow. Chlorodimethylsilane (12.2 mL) was added dropwise to the flask and subsequently Platinum(0)-1,3-divinyl-1,1,3,3-tetramethyldisiloxane complex (solution in xylene, Pt ˜2%, 0.3 mL). The mixture was stirred under nitrogen for 3 days, after which the mixture was stripped under vacuum to remove toluene and unreacted chlorodimethylsilane. The product, 1-(chlorodimethylsilyl)prop... The reactants are FC1=C(C=CC(=C1)OC)C1=CC(N(C=C1)CC[C@](C(=O)NOC1OCCCC1)(S(=O)(=O)C)C)=O ((2R)-4-[4-(2-Fluoro-4-methoxyphenyl)-2-oxopyridin-1(2H)-yl]-2-methyl-2-(methylsulfonyl)-N-(tetrahydro-2H-pyran-2-yloxy)butanamide), C1(=CC=C(C=C1)S(=O)(=O)O)C.[NH+]1=CC=CC=C1 (pyridinium p-toluenesulfonic acid), O (Water). The solvent is C(C)O (ethanol). Run at time 1 hour. The product is FC1=C(C=CC(=C1)OC)C1=CC(N(C=C1)CC[C@](C(=O)NO)(S(=O)(=O)C)C)=O ((2R)-4-[4-(2-fluoro-4-methoxyphenyl)-2-oxopyridin-1(2H)-yl]-N-hydroxy-2-methyl-2-(methylsulfonyl)butanamide). Yield: 0.1%. RXN SMILES: [F:1][C:2]1[CH:7]=[C:6]([O:8][CH3:9])[CH:5]=[CH:4][C:3]=1[C:10]1[CH:15]=[CH:14][N:13]([CH2:16][CH2:17][C@@:18]([CH3:33])([S:29]([CH3:32])(=[O:31])=[O:30])[C:19]([NH:21][O:22]C2CCCCO2)=[O:20])[C:12](=[O:34])[CH:11]=1.C1(C)C=CC(S(O)(=O)=O)=CC=1.[NH+]1C=CC=CC=1.O>C(O)C>[F:1][C:2]1[CH:7]=[C:6]([O:8][CH3:9])[CH:5]=[CH:4][C:3]=1[C:10]1[CH:15]=[CH:14][N:13]([CH2:16][CH2:17][C@@:18]([CH3:33])([S:29]([CH3:32])(=[O:30])=[O:31])[C:19]([NH:21][OH:22])=[O:20])[C:12](=[O:34])[CH:11]=1 |f:1.2|. Reported procedure: (2R)-4-[4-(2-Fluoro-4-methoxyphenyl)-2-oxopyridin-1(2H)-yl]-2-methyl-2-(methylsulfonyl)-N-(tetrahydro-2H-pyran-2-yloxy)butanamide (34.7 mg, 69.9 mmol) and pyridinium p-toluenesulfonic acid (8.8 mg, 34.9 mmol) were dissolved in ethanol (277.6 uL) and immersed in a 75° C. oil bath. The reaction was stirred at this temperature for 1 hour and allowed to cool. Water (600 uL) was added to the solution and the reaction was stirred overnight. A solid was collected via filtration and dried under vacuum t...